From a dataset of the Open Reaction Database (ORD), a public repository of structured organic reaction records. describe an organic reaction: reactants, conditions, products, and yield Reactants: Oc1c(F)cc(Br)cc1Cl, N#Cc1ccc(B(O)O)cc1. As a reaction SMILES: [Br:12][c:13]1[cH:14][c:15]([Cl:21])[c:16]([OH:20])[c:17]([F:19])[cH:18]1.[C:1](#[N:2])[c:3]1[cH:4][cH:5][c:6]([B:9]([OH:10])[OH:11])[cH:7][cH:8]1>>[C:1](#[N:2])[c:3]1[cH:4][cH:5][c:6](-[c:13]2[cH:14][c:15]([Cl:21])[c:16]([OH:20])[c:17]([F:19])[cH:18]2)[cH:7][cH:8]1. Product: N#Cc1ccc(-c2cc(F)c(O)c(Cl)c2)cc1. The reactants are CCOC(=O)C(C#N)c1cc(OC)ccc1[N+](=O)[O-], CCO, Cl, O. Product: CCOC(=O)C(C(=O)OCC)c1cc(OC)ccc1[N+](=O)[O-]. As a reaction SMILES: [CH3:1][O:2][c:3]1[cH:4][cH:5][c:6]([N+:17](=[O:18])[O-:19])[c:7]([CH:9]([C:10](=[O:11])[O:12][CH2:13][CH3:14])[C:15]#[N:16])[cH:8]1.[CH3:22][CH2:23][OH:24].[ClH:20].[OH2:21]>>[CH3:1][O:2][c:3]1[cH:4][cH:5][c:6]([N+:17](=[O:18])[O-:19])[c:7]([CH:9]([C:10](=[O:11])[O:12][CH2:13][CH3:14])[C:15](=[O:21])[O:24][CH2:23][CH3:22])[cH:8]1.